This data is from the Open Reaction Database (ORD), a public repository of structured organic reaction records. The task is: describe an organic reaction: reactants, conditions, products, and yield Starting materials: ClC=1N=C(C(=NC1C(C)(C)O)C(=O)N)NC1=CC=C(C=C1)N1C=CN(C=C1)C (5-chloro-6-(1-hydroxy-1-methylethyl)-3-{[4-(4-methylpyrazin-1-yl)phenyl]amino}pyrazine-2-carboxamide). The solvent is C(C)(=O)O (acetic acid). Conditions: temperature 120 celsius, time 5 hour. Product: ClC=1N=C(C(=NC1C(=C)C)C(=O)N)NC1=CC=C(C=C1)N1CCN(CC1)C (5-chloro-6-isopropenyl-3-{[4-(4-methylpiperazin-1-yl)phenyl]amino}pyrazine-2-carboxamide). Isolated yield 63.9%. As a reaction SMILES: [Cl:1][C:2]1[N:3]=[C:4]([NH:15][C:16]2[CH:21]=[CH:20][C:19]([N:22]3[CH:27]=[CH:26][N:25]([CH3:28])[CH:24]=[CH:23]3)=[CH:18][CH:17]=2)[C:5]([C:12]([NH2:14])=[O:13])=[N:6][C:7]=1[C:8](O)([CH3:10])[CH3:9]>C(O)(=O)C>[Cl:1][C:2]1[N:3]=[C:4]([NH:15][C:16]2[CH:17]=[CH:18][C:19]([N:22]3[CH2:27][CH2:26][N:25]([CH3:28])[CH2:24][CH2:23]3)=[CH:20][CH:21]=2)[C:5]([C:12]([NH2:14])=[O:13])=[N:6][C:7]=1[C:8]([CH3:10])=[CH2:9]. Procedure details: A mixture of 5-chloro-6-(1-hydroxy-1-methylethyl)-3-{[4-(4-methylpyrazin-1-yl)phenyl]amino}pyrazine-2-carboxamide (Preparation Example 416) (430 mg) and acetic acid (10 mL) was stirred at 120° C. for 5 hours. After the reaction liquid was cooled, the solvent was distilled off, and water and saturated aqueous sodium hydrogen carbonate were added to neutralize. After extraction with ethyl acetate, the extract was washed with saturated aqueous sodium hydrogen carbonate and saturated aqueous sodium ... Starting materials: Cl (HCl), O1CCN(CC1)C=1C2=C(N=C(N1)C=1C=NC(=NC1)N)C=C(S2)CN2CCNCC2 (5-(4-morpholino-6-((piperazin-1-yl)methyl)thieno[3,2-d]pyrimidin-2-yl)pyrimidin-2-amine), C(=O)(OC(C)(C)C)CC(C(=O)O)(C)N (Boc-2-aminoisobutyric Acid). Yields the product NC(C(=O)N1CCN(CC1)CC1=CC=2N=C(N=C(C2S1)N1CCOCC1)C=1C=NC(=NC1)N)(C)C (2-amino-1-(4-((2-(2-aminopyrimidin-5-yl)-4-morpholinothieno[3,2-d]pyrimidin-6-yl)methyl)piperazin-1-yl)-2-methylpropan-1-one). As a reaction SMILES: Cl.[O:2]1[CH2:7][CH2:6][N:5]([C:8]2[C:9]3[S:23][C:22]([CH2:24][N:25]4[CH2:30][CH2:29][NH:28][CH2:27][CH2:26]4)=[CH:21][C:10]=3[N:11]=[C:12]([C:14]3[CH:15]=[N:16][C:17]([NH2:20])=[N:18][CH:19]=3)[N:13]=2)[CH2:4][CH2:3]1.C([CH2:38][C:39]([NH2:44])([CH3:43])[C:40](O)=[O:41])(OC(C)(C)C)=O>>[NH2:44][C:39]([CH3:43])([CH3:38])[C:40]([N:28]1[CH2:27][CH2:26][N:25]([CH2:24][C:22]2[S:23][C:9]3[C:8]([N:5]4[CH2:4][CH2:3][O:2][CH2:7][CH2:6]4)=[N:13][C:12]([C:14]4[CH:19]=[N:18][C:17]([NH2:20])=[N:16][CH:15]=4)=[N:11][C:10]=3[CH:21]=2)[CH2:30][CH2:29]1)=[O:41]. Procedure details: The HCl salt of 5-(4-morpholino-6-((piperazin-1-yl)methyl)thieno[3,2-d]pyrimidin-2-yl)pyrimidin-2-amine (100 mg) was reacted with Boc-2-aminoisobutyric Acid via General Procedure B followed by Boc removal with TFA to generate 28.8 mg of 103 after purification. MS (Q1) 498.3 (M)+. Starting materials: NC(C(=O)O)C1C2=C(CCC3=C1C=CC=C3)C=CC=C2 (α-Amino-10,11-dihydro-5H-dibenzo[a,d]cycloheptene-5-acetic acid), C(CCC)[Li] (n-butyllithium), C1(=CC=CC=C1)C(C1=CC=CC=C1)C1=CC=CC=C1 (triphenylmethane), anhydride, C(C)(C)N(CC)C(C)C (diisopropylethyl amine), C(C(C)(C)C)(=O)Cl (pivaloyl chloride), C1=CC=CC=2C(C3=C(CCC21)C=CC=C3)CC(=O)O (10,11-dihydro-5H-dibenzo[a,d]cycloheptene-5-acetic acid). Run in O1CCCC1 (tetrahydrofuran), COCCOC (ethylene glycol dimethyl ether). Run at temperature -20 celsius, time 30 minute. Yields the product C1=CC=CC=2C(C3=C(CCC21)C=CC=C3)CC(=O)N3C(O[C@H]([C@H]3C)C3=CC=CC=C3)=O ((4R-cis) 3-[(10,11-dihydro-5H dibenzo[a,d]cyclohepten-5-yl)acetyl]-4-methyl-5-phenyl-2-oxazolidinone). Reaction SMILES: [CH:1]1[C:11]2[CH2:10][CH2:9][C:8]3[CH:12]=[CH:13][CH:14]=[CH:15][C:7]=3[CH:6]([CH2:16]C(O)=O)[C:5]=2[CH:4]=[CH:3][CH:2]=1.C([N:23]([CH:26](C)C)CC)(C)C.C(Cl)(=[O:34])C(C)(C)C.NC(C1C2C=CC=CC=2CCC2C=CC=CC1=2)[C:38]([OH:40])=[O:39].[C:56]1([CH:62](C2C=CC=CC=2)[C:63]2[CH:68]=[CH:67][CH:66]=[CH:65][CH:64]=2)C=CC=C[CH:57]=1.C([Li])CCC>COCCOC.O1CCCC1>[CH:1]1[C:11]2[CH2:10][CH2:9][C:8]3[CH:12]=[CH:13][CH:14]=[CH:15][C:7]=3[CH:6]([CH2:16][C:26]([N:23]3[C@H:56]([CH3:57])[C@H:62]([C:63]4[CH:68]=[CH:67][CH:66]=[CH:65][CH:64]=4)[O:40][C:38]3=[O:39])=[O:34])[C:5]=2[CH:4]=[CH:3][CH:2]=1. Procedure details: A solution of 10,11-dihydro-5H-dibenzo[a,d]cycloheptene-5-acetic acid (12.0 g, 47.56 mmol) in anhydrous ethylene glycol dimethyl ether (DME) (60 mL) is cooled to -20° C. under nitrogen, and freshly distilled diisopropylethyl amine (9.9 mL, 57.07 mmol) is added, followed by slow addition of pivaloyl chloride (6.4 mL, 52.32 mmol). The resulting milky slurry is stirred at -20° C. for 30 minutes. The white solid is filtered, washed with DME (10 mL). The filtrate of the mixed anhydride is cooled to -... Starting materials: C(=O)([O-])[O-].C(=O)([O-])[O-].OO.OO.OO.[Na+].[Na+].[Na+].[Na+] (Sodium percarbonate), BrCC1=CC=C2C(=CC(=NC2=C1)C#N)C1=CC=C(C=C1)F (7-(Bromomethyl)-4-(4-fluorophenyl)quinoline-2-carbonitrile). Solvent: O (water), CC(=O)C (acetone). Reaction conditions: time 1 hour. The product is BrCC1=CC=C2C(=CC(=NC2=C1)C(=O)N)C1=CC=C(C=C1)F (7-(Bromomethyl)-4-(4-fluorophenyl)quinoline-2-carboxamide). The yield is 57.1%. As a reaction SMILES: C([O-])([O-])=[O:2].C([O-])([O-])=O.OO.OO.OO.[Na+].[Na+].[Na+].[Na+].[Br:19][CH2:20][C:21]1[CH:30]=[C:29]2[C:24]([C:25]([C:33]3[CH:38]=[CH:37][C:36]([F:39])=[CH:35][CH:34]=3)=[CH:26][C:27]([C:31]#[N:32])=[N:28]2)=[CH:23][CH:22]=1>O.CC(C)=O>[Br:19][CH2:20][C:21]1[CH:30]=[C:29]2[C:24]([C:25]([C:33]3[CH:34]=[CH:35][C:36]([F:39])=[CH:37][CH:38]=3)=[CH:26][C:27]([C:31]([NH2:32])=[O:2])=[N:28]2)=[CH:23][CH:22]=1 |f:0.1.2.3.4.5.6.7.8|. Procedure: Sodium percarbonate (2.98 g, 9.50 mmol, 3.0 equiv.) in water (52.8 ml) was added dropwise to a solution of 7-(bromomethyl)-4-(4-fluorophenyl)quinoline-2-carbonitrile (2-1, 1.08 g, 3.17 mmol, 1.0 equiv.) in acetone (106 ml) and the reaction stirred for 1 hour at rt. The reaction was quenched with saturated KH2PO4 and the mixture was extracted with EtOAc (3×). The combined organic fractions were dried (MgSO4), filtered, and the solvent was evaporated under reduced pressure. The crude product was p... Yields the product FC1=CN=C(C2=CC=C(C=C12)S(=O)(=O)NC1=NC=NS1)C1=C(C=C(C=C1)C(F)(F)F)OC (4-fluoro-1-(2-methoxy-4-(trifluoromethyl)phenyl)-N-(1,2,4-thiadiazol-5-yl)isoquinoline-6-sulfonamide). Starting materials: ClC1=NC=C(C2=CC(=CC=C12)S(=O)(=O)N(C1=NC=NS1)CC1=C(C=C(C=C1)OC)OC)F (1-chloro-N-(2,4-dimethoxybenzyl)-4-fluoro-N-(1,2,4-thiadiazol-5-yl)isoquinoline-6-sulfonamide), COC1=C(C=CC(=C1)C(F)(F)F)B(O)O ((2-methoxy-4-(trifluoromethyl)phenyl)boronic acid). As a reaction SMILES: Cl[C:2]1[C:11]2[C:6](=[CH:7][C:8]([S:12]([N:15](CC3C=CC(OC)=CC=3OC)[C:16]3[S:20][N:19]=[CH:18][N:17]=3)(=[O:14])=[O:13])=[CH:9][CH:10]=2)[C:5]([F:32])=[CH:4][N:3]=1.[CH3:33][O:34][C:35]1[CH:40]=[C:39]([C:41]([F:44])([F:43])[F:42])[CH:38]=[CH:37][C:36]=1B(O)O>>[F:32][C:5]1[C:6]2[C:11](=[CH:10][CH:9]=[C:8]([S:12]([NH:15][C:16]3[S:20][N:19]=[CH:18][N:17]=3)(=[O:13])=[O:14])[CH:7]=2)[C:2]([C:36]2[CH:37]=[CH:38][C:39]([C:41]([F:44])([F:43])[F:42])=[CH:40][C:35]=2[O:34][CH3:33])=[N:3][CH:4]=1. Procedure details: The title compound was prepared in an analogous manner to that of EXAMPLE 228, except that 1-chloro-N-(2,4-dimethoxybenzyl)-4-fluoro-N-(1,2,4-thiadiazol-5-yl)isoquinoline-6-sulfonamide and (2-methoxy-4-(trifluoromethyl)phenyl)boronic acid were used as the coupling partners. The final compound was purified via column chromatography (RediSep Gold 12 g silica gel column, gradient elution 0-10% MeOH:DCM) to afford 4-fluoro-1-(2-methoxy-4-(trifluoromethyl)phenyl)-N-(1,2,4-thiadiazol-5-yl)isoquinoline... The reactants are CC1(NC(NC1(C)C)=O)C (4,4,5,5-tetramethylimidazolidin-2-one), solution, C(CCC)[Li] (n-butyl lithium), CCCCCC (hexane), CI (methyl iodide), P(=O)(O)(O)[O-].[K+] (potassium dihydrogen phosphate). The solvent is O1CCCC1 (tetrahydrofuran), O1CCCC1 (tetrahydrofuran). Reaction conditions: time 5 minute. Product: CN1C(NC(C1(C)C)(C)C)=O (1,4,4,5,5-pentamethylimidazolidin-2-one). RXN SMILES: [CH3:1][C:2]1([CH3:10])[C:6]([CH3:8])([CH3:7])[NH:5][C:4](=[O:9])[NH:3]1.[CH2:11]([Li])CCC.CCCCCC.CI.P([O-])(O)(O)=O.[K+]>O1CCCC1>[CH3:11][N:3]1[C:2]([CH3:10])([CH3:1])[C:6]([CH3:8])([CH3:7])[NH:5][C:4]1=[O:9] |f:4.5|. Procedure: To a solution of 4,4,5,5-tetramethylimidazolidin-2-one (100 mg; 0.70 mmol) in dry tetrahydrofuran (5 ml), a 1.57 N solution of n-butyl lithium in hexane (0.49 ml; 0.77 mmol) was added at 0° C. After stirring at the same temperature for 5 minutes, a solution of methyl iodide (109 mg; 0.77 mmol) in tetrahydrofuran (1 ml) was added at 0° C., followed by stirring at room temperature for 10 minutes. To the reaction mixture, a saturated aqueous solution of potassium dihydrogen phosphate was added to d... Reactants: CCO, CCOC(=O)CCn1ncc2cc(-c3noc(-c4ccc(OC(C)C)c(Cl)c4)n3)ccc21, [Na+], [OH-]. The product is CC(C)Oc1ccc(-c2nc(-c3ccc4c(cnn4CCC(=O)O)c3)no2)cc1Cl. Reaction SMILES: [CH3:35][CH2:36][OH:37].[Cl:1][c:2]1[cH:3][c:4](-[c:12]2[n:13][c:14](-[c:17]3[cH:18][c:19]4[cH:20][n:21][n:22]([CH2:26][CH2:27][C:28](=[O:29])[O:30][CH2:31][CH3:32])[c:23]4[cH:24][cH:25]3)[n:15][o:16]2)[cH:5][cH:6][c:7]1[O:8][CH:9]([CH3:10])[CH3:11].[Na+:34].[OH-:33]>>[Cl:1][c:2]1[cH:3][c:4](-[c:12]2[n:13][c:14](-[c:17]3[cH:18][c:19]4[cH:20][n:21][n:22]([CH2:26][CH2:27][C:28](=[O:29])[OH:30])[c:23]4[cH:24][cH:25]3)[n:15][o:16]2)[cH:5][cH:6][c:7]1[O:8][CH:9]([CH3:10])[CH3:11].